describe an organic reaction: reactants, conditions, products, and yield From a dataset of the Open Reaction Database (ORD), a public repository of structured organic reaction records. Starting materials: COC1=CC=C2C=C(C=NC2=C1)CO ((7-methoxyquinolin-3-yl)methanol), COC1=CC=C2C=C(C=NC2=C1)C=O (7-Methoxyquinoline-3-carbaldehyde), O=S(Cl)Cl (SOCl2). Run in C(Cl)Cl (CH2Cl2). Reaction conditions: time 1 hour. The product is Cl.ClCC=1C=NC2=CC(=CC=C2C1)OC (3-(Chloromethyl)-7-methoxyquinoline hydrochloride). Yield: 87.0%. Reaction SMILES: [CH3:1][O:2][C:3]1[CH:12]=[C:11]2[C:6]([CH:7]=[C:8]([CH2:13]O)[CH:9]=[N:10]2)=[CH:5][CH:4]=1.COC1C=C2C(C=C(C=O)C=N2)=CC=1.O=S(Cl)[Cl:31]>C(Cl)Cl>[ClH:31].[Cl:31][CH2:13][C:8]1[CH:9]=[N:10][C:11]2[C:6]([CH:7]=1)=[CH:5][CH:4]=[C:3]([O:2][CH3:1])[CH:12]=2 |f:4.5|. Procedure details: To a solution of (7-methoxyquinolin-3-yl)methanol MDE 32006 (219 mg, 1.16 mmol) in dry CH2Cl2 (12 mL) at 0° C. under N2 in a 25 mL round-bottomed flask equipped with a magnetic stirrer was added dropwise SOCl2 (1.68 mL, 23.16 mmol) and the mixture was stirred for 1 h at RT. The volatiles were then removed at 40° C. under vacuum and the residue was taken up in CH2Cl2 (20 mL) before concentration back to dryness at 40° C. under vacuum (done 3 times) to give 3-(chloromethyl)-7-methoxyquinoline hydr... The reactants are CuBr, Br (HBr), CCOCC (ether), NC1=CC2=C(OC3=C2C=CC=C3)C=C1 (2-aminodibenzofuran), C(C)(=O)O (acetic acid), N(=O)[O-].[Na+] (NaNO2). Solvent: C(Cl)Cl.CCCCCC (DCM Hexane), OS(=O)(=O)O (H2SO4). Conditions: temperature 0 celsius, time 1.5 hour. Product: BrC=1C=CC2=C(OC3=C2C=CC=C3)C1 (3-bromodibenzofuran). Reaction SMILES: N([O-])=O.[Na+].N[C:6]1[CH:18]=[CH:17][C:9]2[O:10][C:11]3[CH:16]=[CH:15][CH:14]=[CH:13][C:12]=3[C:8]=2[CH:7]=1.C(O)(=O)C.CCOCC.[BrH:28]>OS(O)(=O)=O.C(Cl)Cl.CCCCCC>[Br:28][C:18]1[CH:6]=[CH:7][C:8]2[C:12]3[CH:13]=[CH:14][CH:15]=[CH:16][C:11]=3[O:10][C:9]=2[CH:17]=1 |f:0.1,7.8|. Reported procedure: NaNO2 (2.21 g, 32.05 mmol) was dissolved in 20 mL conc. H2SO4 in conical flask kept at 0° C. Solution of 2-aminodibenzofuran (5.3 g, 28.9 mmol) in minimum volume of glacial acetic acid was then slowly added to the flask so that temperature never raised above 5-8° C. and the mixture was stirred at 0° C. for another 1.5 h. 100 mL ether was added to the stirred mixture and precipitate of corresponding diazo salt immediately settled down. Brown color diazo salt was immediately filtered out and trans... Reactants: C(C1=CC=CC=C1)[C@H]1NCC[C@@H](C1)N(C(C(F)(F)F)=O)CC1=CC=NC2=CC=CC=C12 ((2R*,4S*)-2-benzyl-N-(4-quinolylmethyl)-N-trifluoroacetyl-4-piperidinamine), C(#N)[BH3-].[Na+] (sodium cyanoborohydride), C(C)(=O)[O-].[Na+] (sodium acetate), C(C)(=O)O (acetic acid), C1(=CC=CC=C1)C(C=O)C1=CC=CC=C1 (diphenylacetaldehyde), N (ammonia). Run in C(Cl)Cl.CO (methylene chloride methanol). The product is C(C1=CC=CC=C1)[C@H]1N(CC[C@@H](C1)N(C(C(F)(F)F)=O)CC1=CC=NC2=CC=CC=C12)CC(C1=CC=CC=C1)C1=CC=CC=C1 ((2R*,4S*)-2-Benzyl-1-(2,2-diphenylethyl)-N-(4-quinolylmethyl)-N-trifluoroacetyl-4-piperidinamine). As a reaction SMILES: [CH2:1]([C@@H:8]1[CH2:13][C@@H:12]([N:14]([CH2:21][C:22]2[C:31]3[C:26](=[CH:27][CH:28]=[CH:29][CH:30]=3)[N:25]=[CH:24][CH:23]=2)[C:15](=[O:20])[C:16]([F:19])([F:18])[F:17])[CH2:11][CH2:10][NH:9]1)[C:2]1[CH:7]=[CH:6][CH:5]=[CH:4][CH:3]=1.C([BH3-])#N.[Na+].C([O-])(=O)C.[Na+].C(O)(=O)C.[C:45]1([CH:51]([C:54]2[CH:59]=[CH:58][CH:57]=[CH:56][CH:55]=2)[CH:52]=O)[CH:50]=[CH:49][CH:48]=[CH:47][CH:46]=1.N>C(Cl)Cl.CO>[CH2:1]([C@@H:8]1[CH2:13][C@@H:12]([N:14]([CH2:21][C:22]2[C:31]3[C:26](=[CH:27][CH:28]=[CH:29][CH:30]=3)[N:25]=[CH:24][CH:23]=2)[C:15](=[O:20])[C:16]([F:18])([F:19])[F:17])[CH2:11][CH2:10][N:9]1[CH2:52][CH:51]([C:45]1[CH:50]=[CH:49][CH:48]=[CH:47][CH:46]=1)[C:54]1[CH:59]=[CH:58][CH:57]=[CH:56][CH:55]=1)[C:2]1[CH:3]=[CH:4][CH:5]=[CH:6][CH:7]=1 |f:1.2,3.4,8.9|. Procedure: 200 mg (0.468 mmol) of (2R*,4S*)-2-benzyl-N-(4-quinolylmethyl)-N-trifluoroacetyl-4-piperidinamine are reacted in analogy to Example 11 with 88 mg (1.4 mmol) of sodium cyanoborohydride, 115 mg (1.4 mmol) of sodium acetate, 134 μl (2.34 mmol) of acetic acid and 335 μl (1.87 mmol) of diphenylacetaldehyde with the product. TLC: methylene chloride/methanol/conc. ammonia (2000:50:1) Rf =0.50, FD-MS: M+ =607. The reactants are COC=1C=C(C=NO)C=CC1[N+](=O)[O-] (3-methoxy-4-nitrobenzaldehyde oxime), ClN1C(CCC1=O)=O (N-chlorosuccinimide), C([O-])(O)=O.[Na+] (sodium bicarbonate), BrC=1C(CCCC1)=O (2-bromocyclohex-2-enone). Run in CN(C)C=O (DMF). Reaction conditions: temperature 0 celsius, time 15 minute. Yields the product COC=1C=C(C=CC1[N+](=O)[O-])C1=NOC2=C1CCCC2=O (3-(3-Methoxy-4-nitrophenyl)-5,6-dihydrobenzo[d]isoxazol-7(4H)-one). RXN SMILES: [CH3:1][O:2][C:3]1[CH:4]=[C:5]([CH:9]=[CH:10][C:11]=1[N+:12]([O-:14])=[O:13])[CH:6]=[N:7][OH:8].ClN1C(=O)CCC1=O.Br[C:24]1[C:25](=[O:30])[CH2:26][CH2:27][CH2:28][CH:29]=1.C(=O)(O)[O-].[Na+]>CN(C=O)C>[CH3:1][O:2][C:3]1[CH:4]=[C:5]([C:6]2[C:29]3[CH2:28][CH2:27][CH2:26][C:25](=[O:30])[C:24]=3[O:8][N:7]=2)[CH:9]=[CH:10][C:11]=1[N+:12]([O-:14])=[O:13] |f:3.4|. Reported procedure: To 3-methoxy-4-nitrobenzaldehyde oxime (5.0 g, 25.5 mmol) in DMF (60 ml) at 0° C. was added N-chlorosuccinimide (4.088 g, 30.61 mmol). The reaction mixture was stirred for 15 min at 0° C., and 1.5 hr at ambient temperature. To the reaction flask was added as solids 2-bromocyclohex-2-enone (6.66 g, 38.2 mmol, prepared as in Kowalski, C. J.; Weber, A. E.; Fields, K. W. J. Org. Chem. (1982), 47(26), 5088-93) followed by sodium bicarbonate (4.29 g, 51 mmol), and the mixture was stirred overnight. Th...